The task is: describe an organic reaction: reactants, conditions, products, and yield. This data is from the Open Reaction Database (ORD), a public repository of structured organic reaction records. Starting materials: CC(C)(C)OC(=O)N1Cc2cc3c(cc2CC1C(=O)O)OCC(c1ccc(OCc2ccc(Cl)c(Cl)c2)cc1)O3, ClCCCl, COC(=O)C(N)Cc1ccc(-c2ccnc(C)c2C)cc1, ClCCl, Cl, Cl, On1nnc2ccccc21. Yields the product COC(=O)C(Cc1ccc(-c2ccnc(C)c2C)cc1)NC(=O)C1Cc2cc3c(cc2CN1C(=O)OC(C)(C)C)OC(c1ccc(OCc2ccc(Cl)c(Cl)c2)cc1)CO3. Reaction SMILES: [C:1]([CH3:2])([CH3:3])([CH3:4])[O:5][C:6](=[O:7])[N:8]1[CH2:9][c:10]2[cH:11][c:12]3[c:13]([cH:14][c:15]2[CH2:16][CH:17]1[C:18](=[O:19])[OH:20])[O:21][CH2:22][CH:23]([c:25]1[cH:26][cH:27][c:28]([O:31][CH2:32][c:33]2[cH:34][c:35]([Cl:40])[c:36]([Cl:39])[cH:37][cH:38]2)[cH:29][cH:30]1)[O:24]3.[CH2:64]([Cl:65])[CH2:66][Cl:67].[CH3:43][O:44][C:45]([CH:46]([CH2:47][c:48]1[cH:49][cH:50][c:51](-[c:54]2[c:55]([CH3:61])[c:56]([CH3:60])[n:57][cH:58][cH:59]2)[cH:52][cH:53]1)[NH2:62])=[O:63].[Cl:78][CH2:79][Cl:80].[ClH:41].[ClH:42].[OH:68][n:69]1[c:70]2[c:71]([cH:72][cH:73][cH:74][cH:75]2)[n:76][n:77]1>>[C:1]([CH3:2])([CH3:3])([CH3:4])[O:5][C:6](=[O:7])[N:8]1[CH2:9][c:10]2[cH:11][c:12]3[c:13]([cH:14][c:15]2[CH2:16][CH:17]1[C:18](=[O:19])[NH:62][CH:46]([C:45]([O:44][CH3:43])=[O:63])[CH2:47][c:48]1[cH:49][cH:50][c:51](-[c:54]2[c:55]([CH3:61])[c:56]([CH3:60])[n:57][cH:58][cH:59]2)[cH:52][cH:53]1)[O:21][CH2:22][CH:23]([c:25]1[cH:26][cH:27][c:28]([O:31][CH2:32][c:33]2[cH:34][c:35]([Cl:40])[c:36]([Cl:39])[cH:37][cH:38]2)[cH:29][cH:30]1)[O:24]3. Starting materials: BrCC1OCCO1, CN(C)C=O, CCOC(C)=O, O=c1ccc2ncc(F)cc2[nH]1, [H-], [Na+], O. Product: O=c1ccc2ncc(F)cc2n1CC1OCCO1. Reaction SMILES: [Br:15][CH2:16][CH:17]1[O:18][CH2:19][CH2:20][O:21]1.[CH3:23][N:24]([CH3:25])[CH:26]=[O:27].[CH3:28][CH2:29][O:30][C:31](=[O:32])[CH3:33].[F:1][c:2]1[cH:3][n:4][c:5]2[cH:6][cH:7][c:8](=[O:12])[nH:9][c:10]2[cH:11]1.[H-:13].[Na+:14].[OH2:22]>>[F:1][c:2]1[cH:3][n:4][c:5]2[cH:6][cH:7][c:8](=[O:12])[n:9]([CH2:16][CH:17]3[O:18][CH2:19][CH2:20][O:21]3)[c:10]2[cH:11]1. Reactants: ClC1=C(C=NC=C1)[N+](=O)[O-] (4-chloro-3-nitropyridine), FC1=C(C=CC=C1F)N (2,3-difluorobenzenamine), crude product. Solvent: O (water), C(C)O (ethanol). Product: FC1=C(C=CC=C1F)NC1=C(C=NC=C1)[N+](=O)[O-] (N-(2,3-difluorophenyl)-3-nitropyridin-4-amine). The yield is 77.9%. Reaction SMILES: Cl[C:2]1[CH:7]=[CH:6][N:5]=[CH:4][C:3]=1[N+:8]([O-:10])=[O:9].[F:11][C:12]1[C:17]([F:18])=[CH:16][CH:15]=[CH:14][C:13]=1[NH2:19]>C(O)C.O>[F:11][C:12]1[C:17]([F:18])=[CH:16][CH:15]=[CH:14][C:13]=1[NH:19][C:2]1[CH:7]=[CH:6][N:5]=[CH:4][C:3]=1[N+:8]([O-:10])=[O:9]. Procedure details: To a solution of 4-chloro-3-nitropyridine (3.0 g, 18.9 mmol) in dry ethanol as added 2,3-difluorobenzenamine (3.66 g, 28.3 mmol). The reaction mixture was refluxed for 30 min. After cooling and concentration in vacuo to give a brown solid, the crude product was taken up in water and the aqueous solution adjusted to a pH of 8-9 and the solution extracted with EtOAc (3×100 mL). The combined organics were washed with water (3×100 mL) and brine solution (1×100 mL), respectively, dried over Na2SO4, a... Starting materials: N#N (N2), C1(CC1)N1C=NC2=C1C(=NC(=C2)B2OC(C(O2)(C)C)(C)C)O[C@H](C)[C@@H]2CC(NC2)=O ((R)-4-((R)-1-((3-cyclopropyl-6-(4,4,5,5-tetramethyl-1,3,2-dioxaborolan-2-yl)-3H-imidazo[4,5-c]pyridin-4-yl)oxy)ethyl)pyrrolidin-2-one), BrC1=CC(=NS1)C (5-bromo-3-methylisothiazole), C(=O)([O-])[O-].[Na+].[Na+] (Na2CO3). Reagents/catalysts: C=1C=CC(=CC1)[P](C=2C=CC=CC2)(C=3C=CC=CC3)[Pd]([P](C=4C=CC=CC4)(C=5C=CC=CC5)C=6C=CC=CC6)([P](C=7C=CC=CC7)(C=8C=CC=CC8)C=9C=CC=CC9)[P](C=1C=CC=CC1)(C=1C=CC=CC1)C=1C=CC=CC1 (Pd(PPh3)4). The solvent is COCCOC (1,2-dimethoxyethane), C(Cl)Cl (DCM). Conditions: temperature 100 celsius. Product: C1(CC1)N1C=NC2=C1C(=NC(=C2)C2=CC(=NS2)C)O[C@H](C)[C@@H]2CC(NC2)=O ((R)-4-((R)-1-((3-cyclopropyl-6-(3-methylisothiazol-5-yl)-3H-imidazo[4,5-c]pyridin-4-yl)oxy)ethyl)pyrrolidin-2-one). Yield: 6.4%. RXN SMILES: [CH:1]1([N:4]2[C:8]3[C:9]([O:22][C@@H:23]([C@H:25]4[CH2:29][NH:28][C:27](=[O:30])[CH2:26]4)[CH3:24])=[N:10][C:11](B4OC(C)(C)C(C)(C)O4)=[CH:12][C:7]=3[N:6]=[CH:5]2)[CH2:3][CH2:2]1.Br[C:32]1[S:36][N:35]=[C:34]([CH3:37])[CH:33]=1.C([O-])([O-])=O.[Na+].[Na+].N#N>C1C=CC([P]([Pd]([P](C2C=CC=CC=2)(C2C=CC=CC=2)C2C=CC=CC=2)([P](C2C=CC=CC=2)(C2C=CC=CC=2)C2C=CC=CC=2)[P](C2C=CC=CC=2)(C2C=CC=CC=2)C2C=CC=CC=2)(C2C=CC=CC=2)C2C=CC=CC=2)=CC=1.C(Cl)Cl.COCCOC>[CH:1]1([N:4]2[C:8]3[C:9]([O:22][C@@H:23]([C@H:25]4[CH2:29][NH:28][C:27](=[O:30])[CH2:26]4)[CH3:24])=[N:10][C:11]([C:32]4[S:36][N:35]=[C:34]([CH3:37])[CH:33]=4)=[CH:12][C:7]=3[N:6]=[CH:5]2)[CH2:2][CH2:3]1 |f:2.3.4,^1:49,51,70,89|. Procedure details: To a microwave tube equipped with a stirring bar, (R)-4-((R)-1-((3-cyclopropyl-6-(4,4,5,5-tetramethyl-1,3,2-dioxaborolan-2-yl)-3H-imidazo[4,5-c]pyridin-4-yl)oxy)ethyl)pyrrolidin-2-one: (133.6 mg, 0.324 mmol), 5-bromo-3-methylisothiazole (69.2 mg, 0.389 mmol), 1,2-dimethoxyethane (2 mL), 1 N Na2CO3 aqueous solution (0.97 mL, 0.97 mmol) were added, the mixture was bubbled N2 for 5 minutes before Pd(PPh3)4 (18.7 mg, 0.016 mmol) was added. The tube was sealed and heated in an oil bath at 100° C. for... The reactants are C(C)(=O)[C@]1([C@@]([C@@]([C@]([C@](O)(O1)OC1=CC=C(C=C1)C(O)C1=NC=CC=C1)(O)C(C)=O)(O)C(C)=O)(O)C(C)=O)CO (Tetraacetyl-(p-(pyridinylhydroxymethyl)phenoxy)-β-galactose), O=S(Cl)Cl (SOCl2). Run in C(Cl)Cl (CH2Cl2). Conditions: time 1 hour. Product: C(C)(=O)[C@]1([C@@]([C@@]([C@]([C@](O)(O1)OC1=CC=C(C=C1)C(Cl)C1=NC=CC=C1)(O)C(C)=O)(O)C(C)=O)(O)C(C)=O)CO (tetraacetyl-(p-(pyridinylchloromethyl)-phenoxy)-β-galactose). Reaction SMILES: [C:1]([C@:4]1([CH2:38][OH:39])[O:10][C@@:8]([O:11][C:12]2[CH:17]=[CH:16][C:15]([CH:18]([C:20]3[CH:25]=[CH:24][CH:23]=[CH:22][N:21]=3)O)=[CH:14][CH:13]=2)([OH:9])[C@:7]([C:27](=[O:29])[CH3:28])([OH:26])[C@@:6]([C:31](=[O:33])[CH3:32])([OH:30])[C@@:5]1([C:35](=[O:37])[CH3:36])[OH:34])(=[O:3])[CH3:2].O=S(Cl)[Cl:42]>C(Cl)Cl>[C:1]([C@:4]1([CH2:38][OH:39])[O:10][C@@:8]([O:11][C:12]2[CH:17]=[CH:16][C:15]([CH:18]([C:20]3[CH:25]=[CH:24][CH:23]=[CH:22][N:21]=3)[Cl:42])=[CH:14][CH:13]=2)([OH:9])[C@:7]([C:27](=[O:29])[CH3:28])([OH:26])[C@@:6]([C:31](=[O:33])[CH3:32])([OH:30])[C@@:5]1([C:35](=[O:37])[CH3:36])[OH:34])(=[O:3])[CH3:2]. Procedure details: Tetraacetyl-(p-(pyridinylhydroxymethyl)phenoxy)-β-galactose (600 mg, 1.1 mmol) is dissolved in 15 ml of CH2Cl2. SOCl2 (143 mg, 88 μl, 1.2 mmol) is added dropwise and the solution is left stirring for 1 hour. The solvent is evaporated under vacuum. The product is obtained pure and quantitatively.